From a dataset of the Open Reaction Database (ORD), a public repository of structured organic reaction records. describe an organic reaction: reactants, conditions, products, and yield The reactants are CI, CSCc1cc([N+](=O)[O-])ccc1N1C(=O)c2ccc(Cl)cc2C1=O. The product is O=C1c2ccc(Cl)cc2C(=O)N1c1ccc([N+](=O)[O-])cc1CI. As a reaction SMILES: [CH3:25][I:26].[N+:1](=[O:2])([O-:3])[c:4]1[cH:5][c:6]([CH2:22][S:23][CH3:24])[c:7]([N:10]2[C:11](=[O:21])[c:12]3[c:13]([cH:16][c:17]([Cl:20])[cH:18][cH:19]3)[C:14]2=[O:15])[cH:8][cH:9]1>>[N+:1](=[O:2])([O-:3])[c:4]1[cH:5][c:6]([CH2:22][I:26])[c:7]([N:10]2[C:11](=[O:21])[c:12]3[c:13]([cH:16][c:17]([Cl:20])[cH:18][cH:19]3)[C:14]2=[O:15])[cH:8][cH:9]1. Reactants: NC=1C=C(C=CC1)OB(O)O (3-Aminophenyl boric acid), Pd(O) tetrakis(tri-phenylphosphine), C(=O)(O)[O-].[Na+] (NaHCO3), C(=O)(OC(C)(C)C)N1[C@H](CCC1)C1=CC2=NC(=C(C=C2O1)Br)Cl (2-(1-Boc-2-(R)-pyrrolidinyl)-5-chloro-6-bromo furo[3,2-b]pyridine). The solvent is C1(=CC=CC=C1)C (toluene). Product: C(=O)(OC(C)(C)C)N1[C@H](CCC1)C1=CC2=NC(=C(C=C2O1)C1=CC(=CC=C1)N)Cl (2-(1-Boc-2-(R)-pyrrolidinyl)-5-chloro-6-(3-aminophenyl)furo[3,2-b]pyridine). Isolated yield 40.3%. Reaction SMILES: [C:1]([N:8]1[CH2:12][CH2:11][CH2:10][C@@H:9]1[C:13]1[O:21][C:20]2[C:15](=[N:16][C:17]([Cl:23])=[C:18](Br)[CH:19]=2)[CH:14]=1)([O:3][C:4]([CH3:7])([CH3:6])[CH3:5])=[O:2].[NH2:24][C:25]1[CH:26]=[C:27](OB(O)O)[CH:28]=[CH:29][CH:30]=1.C([O-])(O)=O.[Na+]>C1(C)C=CC=CC=1>[C:1]([N:8]1[CH2:12][CH2:11][CH2:10][C@@H:9]1[C:13]1[O:21][C:20]2[C:15](=[N:16][C:17]([Cl:23])=[C:18]([C:29]3[CH:28]=[CH:27][CH:26]=[C:25]([NH2:24])[CH:30]=3)[CH:19]=2)[CH:14]=1)([O:3][C:4]([CH3:7])([CH3:6])[CH3:5])=[O:2] |f:2.3|. Reported procedure: The 2-(1-Boc-2-(R)-pyrrolidinyl)-5-chloro-6-bromo furo[3,2-b]pyridine (0.469 g, 1.2 mmol), obtained in Example 50a above, was dissolved in toluene (10 mL). 3-Aminophenyl boric acid (0.445 g, 2.87 mmol), Pd(O) tetrakis(tri-phenylphosphine) (0.04 g) and 2 M aqueous NaHCO3 (1.5 mL) were added to the solution. The mixture was refluxed for two days. The solvent was evaporated and the residue was chromatographed (silica gel; hexane/EtOAc, 5:1 to 2:1) to afford an oil (0.20 g, 41%). MS (CI/NH3) m/z: 41...